This data is from the Open Reaction Database (ORD), a public repository of structured organic reaction records. The task is: describe an organic reaction: reactants, conditions, products, and yield The reactants are C(C)OC=1C=C(CC2=NC(=NO2)C2=C3CC[C@H](C3=CC=C2)NC(OC(C)(C)C)=O)C=CC1OCC ((R)-tert-butyl 4-(5-(3,4-diethoxybenzyl)-1,2,4-oxadiazol-3-yl)-2,3-dihydro-1H-inden-1-ylcarbamate), Cl (HCl). Run in O1CCOCC1 (dioxane), O1CCOCC1 (dioxane). Conditions: time 6 hour. Product: Cl.C(C)OC=1C=C(CC2=NC(=NO2)C2=C3CC[C@H](C3=CC=C2)N)C=CC1OCC ((R)-4-(5-(3,4-diethoxybenzyl)-1,2,4-oxadiazol-3-yl)-2,3-dihydro-1H-inden-1-amine hydrochloride). Isolated yield 96.0%. As a reaction SMILES: [CH2:1]([O:3][C:4]1[CH:5]=[C:6]([CH:30]=[CH:31][C:32]=1[O:33][CH2:34][CH3:35])[CH2:7][C:8]1[O:12][N:11]=[C:10]([C:13]2[CH:21]=[CH:20][CH:19]=[C:18]3[C:14]=2[CH2:15][CH2:16][C@H:17]3[NH:22]C(=O)OC(C)(C)C)[N:9]=1)[CH3:2].[ClH:36]>O1CCOCC1>[ClH:36].[CH2:1]([O:3][C:4]1[CH:5]=[C:6]([CH:30]=[CH:31][C:32]=1[O:33][CH2:34][CH3:35])[CH2:7][C:8]1[O:12][N:11]=[C:10]([C:13]2[CH:21]=[CH:20][CH:19]=[C:18]3[C:14]=2[CH2:15][CH2:16][C@H:17]3[NH2:22])[N:9]=1)[CH3:2] |f:3.4|. Procedure: To (R)-tert-butyl 4-(5-(3,4-diethoxybenzyl)-1,2,4-oxadiazol-3-yl)-2,3-dihydro-1H-inden-1-ylcarbamate INT-56 (150 mg, 0.312 mmol) in dioxane (1 mL) was added 4N HCl in dioxane (1 mL). The mixture was stirred at room temperature for 6 h, and product precipitated. The reaction mixture was diluted with Et2O and the solid collected by filtration to produce of (R)-4-(5-(3,4-diethoxybenzyl)-1,2,4-oxadiazol-3-yl)-2,3-dihydro-1H-inden-1-amine hydrochloride 65 (125 mg, 96%) as an off-white solid. LCMS-ESI... Starting materials: [Al] (aluminum), O=C1C=CC(C2=CC=CC=C12)(C(F)(F)F)O[Si](CC)(CC)CC (1,4-dihydro-1-oxo-4-triethylsiloxy-4-trifluoromethylnaphthalene), mercuric chloride. Conditions: temperature 70 celsius. As a reaction SMILES: [Al].[O:2]=[C:3]1[C:12]2[C:7](=[CH:8][CH:9]=[CH:10][CH:11]=2)[C:6](O[Si](CC)(CC)CC)([C:13]([F:16])([F:15])[F:14])[CH:5]=[CH:4]1>O>[F:14][C:13]([F:15])([F:16])[C:6]1[C:7]2[C:12](=[CH:11][CH:10]=[CH:9][CH:8]=2)[C:3]([OH:2])=[CH:4][CH:5]=1. Yields the product FC(C1=CC=C(C2=CC=CC=C12)O)(F)F (4-trifluoromethyl-1-naphthol). Procedure: A strip of aluminum foil weighing 278 mg (10 mmol) was amalgamated by immersion in a solution of 2% mercuric chloride in water for 15 seconds, washed with absolute ethanol followed by diethyl ether, cut into small pieces, and added to a solution of 353 mg (1.0 mmol) of 1,4-dihydro-1-oxo-4-triethylsiloxy-4-trifluoromethylnaphthalene in 10 mL of 10% water - 90% tetrahydrofuran. The resulting mixture was heated at 70° C. for 1.5 hours, allowed to cool to room temperature, and filtered. The filter c... Yield: 89.6%. The solvent is O (water), O (water), O (water). The reactants are solution, Cl (hydrogen chloride), FC1=C(C=CC=C1)CCC1=C(OCCC2N(CCC2)C)C=CC=C1 (2-(2-{2-[2-(2-fluorophenyl)ethyl]phenoxy}ethyl)-1-methylpyrrolidine). The solvent is O1CCOCC1 (dioxane), C(C)(=O)OCC (ethyl acetate). The product is Cl.FC1=C(C=CC=C1)CCC1=C(OCCC2N(CCC2)C)C=CC=C1 (2-(2-{2-[2-(2-Fluorophenyl)ethyl]phenoxy}-ethyl)-1-methylpyrrolidine hydrochloride). The yield is 84.0%. Reaction SMILES: [F:1][C:2]1[CH:7]=[CH:6][CH:5]=[CH:4][C:3]=1[CH2:8][CH2:9][C:10]1[CH:24]=[CH:23][CH:22]=[CH:21][C:11]=1[O:12][CH2:13][CH2:14][CH:15]1[CH2:19][CH2:18][CH2:17][N:16]1[CH3:20].[ClH:25]>C(OCC)(=O)C.O1CCOCC1>[ClH:25].[F:1][C:2]1[CH:7]=[CH:6][CH:5]=[CH:4][C:3]=1[CH2:8][CH2:9][C:10]1[CH:24]=[CH:23][CH:22]=[CH:21][C:11]=1[O:12][CH2:13][CH2:14][CH:15]1[CH2:19][CH2:18][CH2:17][N:16]1[CH3:20] |f:4.5|. Procedure details: 0.311 g of 2-(2-{2-[2-(2-fluorophenyl)ethyl]phenoxy}ethyl)-1-methylpyrrolidine [prepared as described in step (a) above] was dissolved in 10 ml of ethyl acetate, and 0.36 ml of a 4N solution of hydrogen chloride in dioxane was added to the solution. The mixture was then allowed to stand at room temperature, and the crystals which precipitated were collected by filtration and dried in vacuo, to give 0.290 g (yield 84%) of the title compound as colorless crystals, melting at 178°-180° C. Yields the product C(C1=CC=CC=C1)(C1=CC=CC=C1)OC(=O)C=1N2C(C(C2OCC1CC=O)NC(C(C=1N=C(SC1)NC(C1=CC=CC=C1)(C1=CC=CC=C1)C1=CC=CC=C1)=NOC)=O)=O (2-benzhydryloxycarbonyl-7-[2-methoxyimino-2-(2-tritylaminothiazol-4-yl)acetamido]-8-oxo-3-(2-oxoethyl)-5-oxa-1-azabicyclo[4.2.0]oct-2-ene). Procedure details: A solution of the E form of the syn isomer of 2-benzhydryloxycarbonyl-3-(2-dimethylaminovinyl)-7-[2-methoxyimino-2-(2-tritylaminothiazol-4-yl)-acetamido]-8-oxo-5-oxa-1-azabicyclo[4.2.0]oct-2-ene (1.05 g) in ethyl acetate (10 cc) is stirred vigorously for 1 hour at 20° C., in the presence of a 1 N solution of hydrochloric acid (5 cc). The mixture is separated by decantation and the organic phase is washed with a saturated solution of sodium bicarbonate (10 cc), distilled water (10 cc) and a satur... RXN SMILES: [CH:1]([O:14][C:15]([C:17]1[N:18]2[CH:21]([O:22][CH2:23][C:24]=1[CH:25]=[CH:26]N(C)C)[CH:20]([NH:30][C:31](=[O:61])[C:32](=[N:58][O:59][CH3:60])[C:33]1[N:34]=[C:35]([NH:38][C:39]([C:52]3[CH:57]=[CH:56][CH:55]=[CH:54][CH:53]=3)([C:46]3[CH:51]=[CH:50][CH:49]=[CH:48][CH:47]=3)[C:40]3[CH:45]=[CH:44][CH:43]=[CH:42][CH:41]=3)[S:36][CH:37]=1)[C:19]2=[O:62])=[O:16])([C:8]1[CH:13]=[CH:12][CH:11]=[CH:10][CH:9]=1)[C:2]1[CH:7]=[CH:6][CH:5]=[CH:4][CH:3]=1.Cl.C(OCC)(=[O:66])C>>[CH:1]([O:14][C:15]([C:17]1[N:18]2[CH:21]([O:22][CH2:23][C:24]=1[CH2:25][CH:26]=[O:66])[CH:20]([NH:30][C:31](=[O:61])[C:32](=[N:58][O:59][CH3:60])[C:33]1[N:34]=[C:35]([NH:38][C:39]([C:52]3[CH:53]=[CH:54][CH:55]=[CH:56][CH:57]=3)([C:40]3[CH:45]=[CH:44][CH:43]=[CH:42][CH:41]=3)[C:46]3[CH:47]=[CH:48][CH:49]=[CH:50][CH:51]=3)[S:36][CH:37]=1)[C:19]2=[O:62])=[O:16])([C:2]1[CH:7]=[CH:6][CH:5]=[CH:4][CH:3]=1)[C:8]1[CH:13]=[CH:12][CH:11]=[CH:10][CH:9]=1. Starting materials: C(C1=CC=CC=C1)(C1=CC=CC=C1)OC(=O)C=1N2C(C(C2OCC1C=CN(C)C)NC(C(C=1N=C(SC1)NC(C1=CC=CC=C1)(C1=CC=CC=C1)C1=CC=CC=C1)=NOC)=O)=O (2-benzhydryloxycarbonyl-3-(2-dimethylaminovinyl)-7-[2-methoxyimino-2-(2-tritylaminothiazol-4-yl)-acetamido]-8-oxo-5-oxa-1-azabicyclo[4.2.0]oct-2-ene), solution, Cl (hydrochloric acid), C(C)(=O)OCC (ethyl acetate). The reactants are CC(CCl)CBr, Oc1ccc(F)cc1. Yields the product CC(CCl)COc1ccc(F)cc1. As a reaction SMILES: [Br:9][CH2:10][CH:11]([CH2:12][Cl:13])[CH3:14].[F:1][c:2]1[cH:3][cH:4][c:5]([OH:8])[cH:6][cH:7]1>>[F:1][c:2]1[cH:3][cH:4][c:5]([O:8][CH2:10][CH:11]([CH2:12][Cl:13])[CH3:14])[cH:6][cH:7]1. The reactants are C(C)(=O)O[C@@H]1CC2=C[C@H]([C@H]3[C@@H]4CC[C@H](C(C)C5OCC(CO5)(C)C)[C@]4(CC[C@@H]3[C@]2([C@@H]2[C@H]1O2)C)C)OC(=O)OC (20-(5,5-dimethyl-1,3-dioxan-2-yl)-1α,2α--epoxy-7α-methoxycarbonyloxypregn-5-en-3β-yl acetate), C(C)(=O)O[C@@H]1CC2=CC=C3[C@@H]4CC[C@H](C(C)C5OCC(CO5)(C)C)[C@]4(CC[C@@H]3[C@]2([C@@H]2[C@H]1O2)C)C (20-(5,5-dimethyl-1,3-dioxan-2-yl)-1α,2α-epoxypregna-5,7-dien-3β-yl acetate). Product: CC1(COC(OC1)C(C)[C@H]1CC[C@H]2[C@@H]3[C@@H](C=C4C[C@H]([C@H]5[C@@H]([C@]4(C)[C@H]3CC[C@]12C)O5)O)OC(=O)OC)C (20-(5,5-dimethyl-1,3-dioxan-2-yl)-1α,2α--epoxy-7α-methoxycarbonyloxypregn-5-en-3β-ol). Yield: 57.5%. RXN SMILES: C([O:4][C@H:5]1[C@@H:31]2[O:32][C@@H:30]2[C@@:29]2([CH3:33])[C:7](=[CH:8][C@@H:9]([O:35][C:36]([O:38][CH3:39])=[O:37])[C@@H:10]3[C@@H:28]2[CH2:27][CH2:26][C@@:25]2([CH3:34])[C@H:11]3[CH2:12][CH2:13][C@@H:14]2[CH:15]([CH:17]2[O:22][CH2:21][C:20]([CH3:24])([CH3:23])[CH2:19][O:18]2)[CH3:16])[CH2:6]1)(=O)C.C(O[C@H]1[C@@H]2O[C@@H]2[C@@]2(C)C(=CC=C3[C@@H]2CC[C@@]2(C)[C@H]3CC[C@@H]2C(C2OCC(C)(C)CO2)C)C1)(=O)C>>[CH3:24][C:20]1([CH3:23])[CH2:19][O:18][CH:17]([CH:15]([C@@H:14]2[C@:25]3([CH3:34])[C@H:11]([C@H:10]4[C@H:28]([CH2:27][CH2:26]3)[C@:29]3([CH3:33])[C:7]([CH2:6][C@@H:5]([OH:4])[C@@H:31]5[O:32][C@@H:30]53)=[CH:8][C@H:9]4[O:35][C:36]([O:38][CH3:39])=[O:37])[CH2:12][CH2:13]2)[CH3:16])[O:22][CH2:21]1. Procedure details: The procedure of Example 23 was repeated except that 5.5 mg (0.01 mmole) of 20-(5,5-dimethyl-1,3-dioxan-2-yl)-1α,2α--epoxy-7α-methoxycarbonyloxypregn-5-en-3β-yl acetate was used in lieu of 5 mg of 20-(5,5-dimethyl-1,3-dioxan-2-yl)-1α,2α-epoxypregna-5,7-dien-3β-yl acetate to give 2.9 mg of 20-(5,5-dimethyl-1,3-dioxan-2-yl)-1α,2α--epoxy-7α-methoxycarbonyloxypregn-5-en-3β-ol (yield: 58%). Reactants: ClC=1C=C(C=CC1Cl)C(CC(=O)O)CC(=O)O (3-(3,4-dichlorophenyl)-glutaric acid), C(C)(=O)Cl (acetyl chloride). Run in C1(=CC=CC=C1)C (toluene). Yields the product ClC=1C=C(C=CC1Cl)C1CC(=O)OC(C1)=O (3-(3,4-dichlorophenyl)-glutaric anhydride). Yield: 92.0%. RXN SMILES: [Cl:1][C:2]1[CH:3]=[C:4]([CH:9]([CH2:14][C:15]([OH:17])=[O:16])[CH2:10][C:11]([OH:13])=O)[CH:5]=[CH:6][C:7]=1[Cl:8].C(Cl)(=O)C>C1(C)C=CC=CC=1>[Cl:1][C:2]1[CH:3]=[C:4]([CH:9]2[CH2:10][C:11](=[O:13])[O:17][C:15](=[O:16])[CH2:14]2)[CH:5]=[CH:6][C:7]=1[Cl:8]. Procedure: Heat a combination of the product of Step 2 (100 g) and acetyl chloride (300 mL) at reflux for 5 hours. Cool the reaction mixture, azeotrope with toluene, and concentrate under reduced pressure. Slurry he residue with Et2O (250 mL) and filter to afford 3-(3,4-dichlorophenyl)-glutaric anhydride (86 g).